Dataset: the Open Reaction Database (ORD), a public repository of structured organic reaction records. Task: describe an organic reaction: reactants, conditions, products, and yield Starting materials: C(C1=CC=CC=C1)(C1=CC=CC=C1)O (benzhydrol), C(C)(C)(C)OC(=O)N1CCC(CC1)CCCO (1-(tert-butoxycarbonyl)-4-piperidinepropanol). The product is C1(=CC=CC=C1)C(OCCCC1CCNCC1)C1=CC=CC=C1 (4-[3-(Dipenylmethoxy)propyl]piperidine). The yield is 90.0%. RXN SMILES: [CH:1]([OH:14])([C:8]1[CH:13]=[CH:12][CH:11]=[CH:10][CH:9]=1)[C:2]1[CH:7]=[CH:6][CH:5]=[CH:4][CH:3]=1.C(OC([N:22]1[CH2:27][CH2:26][CH:25]([CH2:28][CH2:29][CH2:30]O)[CH2:24][CH2:23]1)=O)(C)(C)C>>[C:2]1([CH:1]([C:8]2[CH:9]=[CH:10][CH:11]=[CH:12][CH:13]=2)[O:14][CH2:30][CH2:29][CH2:28][CH:25]2[CH2:26][CH2:27][NH:22][CH2:23][CH2:24]2)[CH:7]=[CH:6][CH:5]=[CH:4][CH:3]=1. Reported procedure: Using benzhydrol and 1-(tert-butoxycarbonyl)-4-piperidinepropanol, the procedure of Reference Example 23 was otherwise repeated to provide the title compound. Yield 90%. Reactants: COc1ccc(CN2C(=O)C(CCc3ccccc3Cl)N=C(c3cnc4[nH]c(=O)n(C(=O)OC(C)(C)C)c4c3)c3cc(Cl)ccc32)cc1, Cl, C1COCCO1. The product is COc1ccc(CN2C(=O)C(CCc3ccccc3Cl)N=C(c3cnc4[nH]c(=O)[nH]c4c3)c3cc(Cl)ccc32)cc1. RXN SMILES: [Cl:1][c:2]1[cH:3][c:4]2[c:5]([cH:47][cH:48]1)[N:6]([CH2:38][c:39]1[cH:40][cH:41][c:42]([O:45][CH3:46])[cH:43][cH:44]1)[C:7](=[O:37])[CH:8]([CH2:28][CH2:29][c:30]1[c:31]([Cl:36])[cH:32][cH:33][cH:34][cH:35]1)[N:9]=[C:10]2[c:11]1[cH:12][c:13]2[c:14]([n:15][cH:16]1)[nH:17][c:18](=[O:27])[n:19]2[C:20]([O:21][C:22]([CH3:23])([CH3:24])[CH3:25])=[O:26].[ClH:49].[O:50]1[CH2:51][CH2:52][O:53][CH2:54][CH2:55]1>>[Cl:1][c:2]1[cH:3][c:4]2[c:5]([cH:47][cH:48]1)[N:6]([CH2:38][c:39]1[cH:40][cH:41][c:42]([O:45][CH3:46])[cH:43][cH:44]1)[C:7](=[O:37])[CH:8]([CH2:28][CH2:29][c:30]1[c:31]([Cl:36])[cH:32][cH:33][cH:34][cH:35]1)[N:9]=[C:10]2[c:11]1[cH:12][c:13]2[c:14]([n:15][cH:16]1)[nH:17][c:18](=[O:27])[nH:19]2. Starting materials: C(=O)(O)C12CCC(CC1)(CC2)NCC(=O)N2[C@@H](C[C@@H](C2)F)C#N ((2S,4S)-1-[[N-(4-carboxybicyclo[2.2.2]oct-1-yl)amino]acetyl]-4-fluoropyrrolidine-2-carbonitrile), NC1=CC=C(C(=O)OCC)C=C1 (ethyl 4-aminobenzoate). Yields the product C(C)OC(=O)C1=CC=C(C=C1)NC(=O)C12CCC(CC1)(CC2)NCC(=O)N2[C@@H](C[C@@H](C2)F)C#N ((2S,4S)-1-[[N-[4-[N-(4-ethoxycarbonylphenyl)amino]carbonylbicyclo[2.2.2]oct-1-yl]amino]acetyl]-4-fluoropyrrolidine-2-carbonitrile). Yield: 34.2%. RXN SMILES: [C:1]([C:4]12[CH2:11][CH2:10][C:7]([NH:12][CH2:13][C:14]([N:16]3[CH2:20][C@@H:19]([F:21])[CH2:18][C@H:17]3[C:22]#[N:23])=[O:15])([CH2:8][CH2:9]1)[CH2:6][CH2:5]2)([OH:3])=O.[NH2:24][C:25]1[CH:35]=[CH:34][C:28]([C:29]([O:31][CH2:32][CH3:33])=[O:30])=[CH:27][CH:26]=1>>[CH2:32]([O:31][C:29]([C:28]1[CH:27]=[CH:26][C:25]([NH:24][C:1]([C:4]23[CH2:9][CH2:8][C:7]([NH:12][CH2:13][C:14]([N:16]4[CH2:20][C@@H:19]([F:21])[CH2:18][C@H:17]4[C:22]#[N:23])=[O:15])([CH2:10][CH2:11]2)[CH2:6][CH2:5]3)=[O:3])=[CH:35][CH:34]=1)=[O:30])[CH3:33]. Procedure details: In a similar manner to Example 63, (2S,4S)-1-[[N-(4-carboxybicyclo[2.2.2]oct-1-yl)amino]acetyl]-4-fluoropyrrolidine-2-carbonitrile (50.0 mg) and ethyl 4-aminobenzoate (56.0 mg) were used to obtain (2S,4S)-1-[[N-[4-[N-(4-ethoxycarbonylphenyl)amino]carbonylbicyclo[2.2.2]oct-1-yl]amino]acetyl]-4-fluoropyrrolidine-2-carbonitrile (24.9 mg). Procedure details: 14.5 mg (105 μmol) of potassium carbonate are added to a solution of 0.04 g (70 μmol) of tert-butyl 3-(4-bromobenzoylamino)-5-(N′-methyl-N′-phenylhydrazinocarbonyl)thieno[2,3-c]pyrazole-1-carboxylate in 3 mL of methanol in a microwave oven tube. The tube is stoppered and the reaction mixture is irradiated at a temperature in the region of 180° C. for 3 minutes. The reaction mixture is then concentrated to dryness under vacuum (2 kPa) at a temperature in the region of 35° C. The residue is taken ... The reactants are C([O-])([O-])=O.[K+].[K+] (potassium carbonate), BrC1=CC=C(C(=O)NC=2C3=C(N(N2)C(=O)OC(C)(C)C)SC(=C3)C(=O)NN(C3=CC=CC=C3)C)C=C1 (tert-butyl 3-(4-bromobenzoylamino)-5-(N′-methyl-N′-phenylhydrazinocarbonyl)thieno[2,3-c]pyrazole-1-carboxylate). Run in CO (methanol). Product: BrC1=CC=C(C(=O)NC=2C3=C(NN2)SC(=C3)C(=O)NN(C3=CC=CC=C3)C)C=C1 (4-bromo-N-[5-(N′-methyl-N′-phenylhydrazinocarbonyl)-1H-thieno[2,3-c]pyrazol-3-yl]benzamide). As a reaction SMILES: C(=O)([O-])[O-].[K+].[K+].[Br:7][C:8]1[CH:42]=[CH:41][C:11]([C:12]([NH:14][C:15]2[C:16]3[CH:29]=[C:28]([C:30]([NH:32][N:33]([CH3:40])[C:34]4[CH:39]=[CH:38][CH:37]=[CH:36][CH:35]=4)=[O:31])[S:27][C:17]=3[N:18](C(OC(C)(C)C)=O)[N:19]=2)=[O:13])=[CH:10][CH:9]=1>CO>[Br:7][C:8]1[CH:9]=[CH:10][C:11]([C:12]([NH:14][C:15]2[C:16]3[CH:29]=[C:28]([C:30]([NH:32][N:33]([CH3:40])[C:34]4[CH:39]=[CH:38][CH:37]=[CH:36][CH:35]=4)=[O:31])[S:27][C:17]=3[NH:18][N:19]=2)=[O:13])=[CH:41][CH:42]=1 |f:0.1.2|. Yield: 54.7%. Reactants: [Si](C)(C)(C(C)(C)C)OCC=1C=C(C=CC1F)CC(C(=O)OCC)OC(C)C (Ethyl 3-[3-(t-butyldimethylsilanyloxymethyl)-4-fluorophenyl]-2-isopropoxypropionate), [F-].C(CCC)[N+](CCCC)(CCCC)CCCC (tetrabutyl ammonium fluoride). Run in O1CCCC1 (tetrahydrofuran), O (water), O1CCCC1 (tetrahydrofuran). Conditions: time 2 hour. The product is FC1=C(C=C(C=C1)CC(C(=O)OCC)OC(C)C)CO (Ethyl 3-(4-fluoro-3-hydroxymethylphenyl)-2-isopropoxypropionate). Isolated yield 116.8%. RXN SMILES: [Si]([O:8][CH2:9][C:10]1[CH:11]=[C:12]([CH2:17][CH:18]([O:24][CH:25]([CH3:27])[CH3:26])[C:19]([O:21][CH2:22][CH3:23])=[O:20])[CH:13]=[CH:14][C:15]=1[F:16])(C(C)(C)C)(C)C.[F-].C([N+](CCCC)(CCCC)CCCC)CCC>O1CCCC1.O>[F:16][C:15]1[CH:14]=[CH:13][C:12]([CH2:17][CH:18]([O:24][CH:25]([CH3:26])[CH3:27])[C:19]([O:21][CH2:22][CH3:23])=[O:20])=[CH:11][C:10]=1[CH2:9][OH:8] |f:1.2|. Procedure: 1.2 g of Ethyl 3-[3-(t-butyldimethylsilanyloxymethyl)-4-fluorophenyl]-2-isopropoxypropionate was dissolved in 15 ml of tetrahydrofuran, and 3.3 ml of 1.0M tetrabutyl ammonium fluoride in tetrahydrofuran was added. The mixture was stirred at room temperature for 2 hours. The reaction solution was diluted with water and extracted with ethyl acetate. The organic layer was washed with saturated brine, dried over anhydrous magnesium sulfate, and evaporated. The residue was subjected to silica gel col... Reactants: CS(=O)(=O)N1CCc2c(c(-c3ccc(C(F)(F)F)cc3)nn2CC2CO2)C1, CCO, Clc1ccc2ccn(C3CCNCC3)c2c1. RXN SMILES: [CH3:1][S:2](=[O:3])(=[O:4])[N:5]1[CH2:6][c:7]2[c:8]([n:11]([CH2:24][CH:25]3[O:26][CH2:27]3)[n:12][c:13]2-[c:14]2[cH:15][cH:16][c:17]([C:20]([F:21])([F:22])[F:23])[cH:18][cH:19]2)[CH2:9][CH2:10]1.[CH3:44][CH2:45][OH:46].[Cl:28][c:29]1[cH:30][cH:31][c:32]2[cH:33][cH:34][n:35]([CH:38]3[CH2:39][CH2:40][NH:41][CH2:42][CH2:43]3)[c:36]2[cH:37]1>>[CH3:1][S:2](=[O:3])(=[O:4])[N:5]1[CH2:6][c:7]2[c:8]([n:11]([CH2:24][CH:25]([OH:26])[CH2:27][N:41]3[CH2:40][CH2:39][CH:38]([n:35]4[cH:34][cH:33][c:32]5[cH:31][cH:30][c:29]([Cl:28])[cH:37][c:36]54)[CH2:43][CH2:42]3)[n:12][c:13]2-[c:14]2[cH:15][cH:16][c:17]([C:20]([F:21])([F:22])[F:23])[cH:18][cH:19]2)[CH2:9][CH2:10]1. Yields the product CS(=O)(=O)N1CCc2c(c(-c3ccc(C(F)(F)F)cc3)nn2CC(O)CN2CCC(n3ccc4ccc(Cl)cc43)CC2)C1. Reactants: O=c1[nH]c2ccccc2n1C1CCN(CC2CCCCC23CC3)CC1, Cc1ccc(S(=O)(=O)OCC2COC(C)(C)O2)cc1, CN(C)C=O, [H-], [Na+], O. As a reaction SMILES: [CH2:1]1[CH2:2][C:3]12[CH:4]([CH2:9][N:10]1[CH2:11][CH2:12][CH:13]([n:16]3[c:17](=[O:25])[nH:18][c:19]4[c:20]3[cH:21][cH:22][cH:23][cH:24]4)[CH2:14][CH2:15]1)[CH2:5][CH2:6][CH2:7][CH2:8]2.[CH3:28][c:29]1[cH:30][cH:31][c:32]([S:33]([O:34][CH2:39][CH:40]2[O:41][C:42]([CH3:45])([CH3:46])[O:43][CH2:44]2)(=[O:35])=[O:36])[cH:37][cH:38]1.[CH3:48][N:49]([CH3:50])[CH:51]=[O:52].[H-:26].[Na+:27].[OH2:47]>>[CH2:1]1[CH2:2][C:3]12[CH:4]([CH2:9][N:10]1[CH2:11][CH2:12][CH:13]([n:16]3[c:17](=[O:25])[n:18]([CH2:39][CH:40]4[O:41][C:42]([CH3:45])([CH3:46])[O:43][CH2:44]4)[c:19]4[c:20]3[cH:21][cH:22][cH:23][cH:24]4)[CH2:14][CH2:15]1)[CH2:5][CH2:6][CH2:7][CH2:8]2. The product is CC1(C)OCC(Cn2c(=O)n(C3CCN(CC4CCCCC45CC5)CC3)c3ccccc32)O1. Reactants: FC1=C(C=C(C=C1)F)N=C=O (2,5-difluorophenyl isocyanate), N[C@H](C(=O)N[C@@H]1CN(CC1)CC1=CC=CC=C1)C(C)(C)C (2-(S)-Amino-N-(1-benzyl-pyrrolidin-3-(S)-yl)-3,3-dimethyl-butyramide). The product is C(C1=CC=CC=C1)N1C[C@H](CC1)NC([C@H](C(C)(C)C)NC(=O)NC1=C(C=CC(=C1)F)F)=O (N-(1-Benzyl-pyrrolidin-3-(S)-yl)-2-(S)-[3-(2,5-difluoro-phenyl)-ureido]-3,3-dimethyl-butyramide). RXN SMILES: [F:1][C:2]1[CH:7]=[CH:6][C:5]([F:8])=[CH:4][C:3]=1[N:9]=[C:10]=[O:11].[NH2:12][C@@H:13]([C:29]([CH3:32])([CH3:31])[CH3:30])[C:14]([NH:16][C@H:17]1[CH2:21][CH2:20][N:19]([CH2:22][C:23]2[CH:28]=[CH:27][CH:26]=[CH:25][CH:24]=2)[CH2:18]1)=[O:15]>>[CH2:22]([N:19]1[CH2:20][CH2:21][C@H:17]([NH:16][C:14](=[O:15])[C@@H:13]([NH:12][C:10]([NH:9][C:3]2[CH:4]=[C:5]([F:8])[CH:6]=[CH:7][C:2]=2[F:1])=[O:11])[C:29]([CH3:30])([CH3:32])[CH3:31])[CH2:18]1)[C:23]1[CH:24]=[CH:25][CH:26]=[CH:27][CH:28]=1. Procedure: Compound 3c was prepared from 2,5-difluorophenyl isocyanate and compound 2b, using the method described in Example 9. MS (EI)=444 (M+). The reactants are COc1cccc(CN2CCNCC2)c1, Cc1ccccc1, N#Cc1cnn2c1N(C(=O)CCl)CC=C2c1ccccc1, [Na+], [Na+], O=C([O-])[O-]. Yields the product COc1cccc(CN2CCN(CC(=O)N3CC=C(c4ccccc4)n4ncc(C#N)c43)CC2)c1. Reaction SMILES: [CH3:22][O:23][c:24]1[cH:25][c:26]([CH2:27][N:28]2[CH2:29][CH2:30][NH:31][CH2:32][CH2:33]2)[cH:34][cH:35][cH:36]1.[CH3:43][c:44]1[cH:45][cH:46][cH:47][cH:48][cH:49]1.[Cl:1][CH2:2][C:3](=[O:4])[N:5]1[c:6]2[n:7]([n:17][cH:18][c:19]2[C:20]#[N:21])[C:8]([c:11]2[cH:12][cH:13][cH:14][cH:15][cH:16]2)=[CH:9][CH2:10]1.[Na+:37].[Na+:38].[O-:39][C:40](=[O:41])[O-:42]>>[CH2:2]([C:3](=[O:4])[N:5]1[c:6]2[n:7]([n:17][cH:18][c:19]2[C:20]#[N:21])[C:8]([c:11]2[cH:12][cH:13][cH:14][cH:15][cH:16]2)=[CH:9][CH2:10]1)[N:31]1[CH2:30][CH2:29][N:28]([CH2:27][c:26]2[cH:25][c:24]([O:23][CH3:22])[cH:36][cH:35][cH:34]2)[CH2:33][CH2:32]1.